Dataset: the Open Reaction Database (ORD), a public repository of structured organic reaction records. Task: describe an organic reaction: reactants, conditions, products, and yield Starting materials: CC(=O)O, CCOC(C)=O, [Fe], N#CCOc1nsc2ccc([N+](=O)[O-])cc12. Yields the product N#CCOc1nsc2ccc(N)cc12. As a reaction SMILES: [CH3:1][C:2](=[O:3])[OH:4].[CH3:22][CH2:23][O:24][C:25](=[O:26])[CH3:27].[Fe:21].[N+:5]([O-:6])(=[O:7])[c:8]1[cH:9][cH:10][c:11]2[c:12]([c:13]([O:16][CH2:17][C:18]#[N:19])[n:14][s:15]2)[cH:20]1>>[NH2:5][c:8]1[cH:9][cH:10][c:11]2[c:12]([c:13]([O:16][CH2:17][C:18]#[N:19])[n:14][s:15]2)[cH:20]1. Reactants: P(=O)(O)(O)[O-].[K+] (potassium dihydrogenphosphate), C(C)(C)(C)OC(=O)NCCOC1=NOC(=C1)C1=CC=CC=C1 (3-(2-(N-tert-Butoxycarbonylamino)ethoxy)-5-phenylisoxazole), C(C)=O (acetaldehyde), C(CCC)[Li] (butyllithium). The solvent is O1CCCC1 (tetrahydrofuran). Reaction conditions: temperature -70 celsius, time 10 minute. Yields the product C(C)(C)(C)OC(=O)NCCOC1=NOC(=C1C(C)O)C1=CC=CC=C1 (3-(2-(N-tert-Butoxycarbonylamino)ethoxy)-4-(1-hydroxyethyl)-5-phenylisoxazole). The yield is 98.0%. Reaction SMILES: [C:1]([O:5][C:6]([NH:8][CH2:9][CH2:10][O:11][C:12]1[CH:16]=[C:15]([C:17]2[CH:22]=[CH:21][CH:20]=[CH:19][CH:18]=2)[O:14][N:13]=1)=[O:7])([CH3:4])([CH3:3])[CH3:2].C([Li])CCC.[CH:28](=[O:30])[CH3:29].P([O-])(O)(O)=O.[K+]>O1CCCC1>[C:1]([O:5][C:6]([NH:8][CH2:9][CH2:10][O:11][C:12]1[C:16]([CH:28]([OH:30])[CH3:29])=[C:15]([C:17]2[CH:22]=[CH:21][CH:20]=[CH:19][CH:18]=2)[O:14][N:13]=1)=[O:7])([CH3:4])([CH3:2])[CH3:3] |f:3.4|. Reported procedure: 3-(2-(N-tert-Butoxycarbonylamino)ethoxy)-5-phenylisoxazole (0.8 g) was dissolved in tetrahydrofuran (16 ml), and butyllithium (1.6M hexane solution, 3.7 ml) was added dropwise thereto at -70° C. under a nitrogen atmosphere, and the mixture was stirred for 10 minutes. After acetaldehyde (0.22 ml) was added dropwise to the reaction mixture, the resulting mixture was stirred for 10 minutes and the temperature of the mixture was raised to 0° C. The mixture was then poured into ice-cold water and the... Reactants: N1C=NC=C1 (imidazole), [H-].[Na+] (sodium hydride), ClCCOC=1C=C(C=CC1OC)C(CCCCCCN1CC2=CC(=C(C=C2CC1)OC)OC)SC1=CC=C(C=C1)C (2-[7-[3-(2-chloroethoxy)-4-methoxyphenyl]-7[(4-methylphenyl)thio]heptyl]-1,2,3,4-tetrahydro-6,7dimethoxyisoquinoline), [Si]([O-])([O-])([O-])[O-].[Mg+2].[Mg+2] (magnesium silicate), [I-].[Na+] (sodium iodide). Solvent: 4A, CN(C=O)C (N,N-dimethylformamide), C(C)(=O)OCC (ethyl acetate), CN(C=O)C (N,N-dimethylformamide), CN(C=O)C (N,N-dimethylformamide). Yields the product N1(C=NC=C1)CCOC=1C=C(C=CC1OC)C(CCCCCCN1CC2=CC(=C(C=C2CC1)OC)OC)SC1=CC=C(C=C1)C (1,2,3,4-Tetrahydro-2-[7-[3-[2-(1H-imidazol-1-yl)-ethoxy]-4-methoxyphenyl]-7-[(4-methylphenyl)thio]-heptyl]-6,7-dimethoxyisoquinoline). Isolated yield 16452.0%. RXN SMILES: [NH:1]1[CH:5]=[CH:4][N:3]=[CH:2]1.[H-].[Na+].[I-].[Na+].Cl[CH2:11][CH2:12][O:13][C:14]1[CH:15]=[C:16]([CH:22]([S:43][C:44]2[CH:49]=[CH:48][C:47]([CH3:50])=[CH:46][CH:45]=2)[CH2:23][CH2:24][CH2:25][CH2:26][CH2:27][CH2:28][N:29]2[CH2:38][CH2:37][C:36]3[C:31](=[CH:32][C:33]([O:41][CH3:42])=[C:34]([O:39][CH3:40])[CH:35]=3)[CH2:30]2)[CH:17]=[CH:18][C:19]=1[O:20][CH3:21].[Si]([O-])([O-])([O-])[O-].[Mg+2].[Mg+2]>CN(C)C=O.C(OCC)(=O)C>[N:1]1([CH2:11][CH2:12][O:13][C:14]2[CH:15]=[C:16]([CH:22]([S:43][C:44]3[CH:45]=[CH:46][C:47]([CH3:50])=[CH:48][CH:49]=3)[CH2:23][CH2:24][CH2:25][CH2:26][CH2:27][CH2:28][N:29]3[CH2:38][CH2:37][C:36]4[C:31](=[CH:32][C:33]([O:41][CH3:42])=[C:34]([O:39][CH3:40])[CH:35]=4)[CH2:30]3)[CH:17]=[CH:18][C:19]=2[O:20][CH3:21])[CH:5]=[CH:4][N:3]=[CH:2]1 |f:1.2,3.4,6.7.8|. Procedure details: To 0.76 g of imidazole in 5 mL of 4A sieve-dried N,N-dimethylformamide is added 0.18 g of 60% sodium hydride in oil. When the effervescence subsides, 0.26 g of sodium iodide is added, followed by 1.12 g of 2-[7-[3-(2-chloroethoxy)-4-methoxyphenyl]-7[(4-methylphenyl)thio]heptyl]-1,2,3,4-tetrahydro-6,7dimethoxyisoquinoline in 5 mL of N,N-dimethylformamide. An additional 2 mL of N,N-dimethylformamide is used as wash. After letting the tan solution stand for 48 hours, it is concentrated in vacuo, an... The reactants are C[Si](C)(C)C#N, CC(=O)O, Nc1cccc(Cl)c1, O=C1CCN(C(=O)c2cc(C(F)(F)F)cc(C(F)(F)F)c2)CC1, N. Product: N#CC1(Nc2cccc(Cl)c2)CCN(C(=O)c2cc(C(F)(F)F)cc(C(F)(F)F)c2)CC1. Reaction SMILES: [CH3:32][Si:33]([CH3:34])([CH3:35])[C:36]#[N:37].[CH3:39][C:40](=[O:41])[OH:42].[Cl:24][c:25]1[cH:26][c:27]([NH2:28])[cH:29][cH:30][cH:31]1.[F:1][C:2]([c:3]1[cH:4][c:5]([C:6](=[O:7])[N:8]2[CH2:9][CH2:10][C:11](=[O:14])[CH2:12][CH2:13]2)[cH:15][c:16]([C:18]([F:19])([F:20])[F:21])[cH:17]1)([F:22])[F:23].[NH3:38]>>[F:1][C:2]([c:3]1[cH:4][c:5]([C:6](=[O:7])[N:8]2[CH2:9][CH2:10][C:11]([NH:28][c:27]3[cH:26][c:25]([Cl:24])[cH:31][cH:30][cH:29]3)([C:36]#[N:37])[CH2:12][CH2:13]2)[cH:15][c:16]([C:18]([F:19])([F:20])[F:21])[cH:17]1)([F:22])[F:23]. Reactants: N,N'-Carbonyldiimidazole, ClC1=C(C(=O)O)C=CC=C1 (2-chlorobenzoic acid), NC1=NC2=NC(=CC=C2C=C1)Cl (2-Amino-7-chloro-1,8-naphthyridine). Solvent: O1CCCC1 (tetrahydrofuran). Conditions: temperature 20 celsius, time 2 hour. The product is ClC1=CC=C2C=CC(=NC2=N1)NC(C1=C(C=CC=C1)Cl)=O (N-(7-chloro-1,8-naphthyridin-2-yl)-2-chlorobenzamide). Isolated yield 43.8%. RXN SMILES: [Cl:1][C:2]1[CH:10]=[CH:9][CH:8]=[CH:7][C:3]=1[C:4]([OH:6])=O.[NH2:11][C:12]1[CH:21]=[CH:20][C:19]2[C:14](=[N:15][C:16]([Cl:22])=[CH:17][CH:18]=2)[N:13]=1>O1CCCC1>[Cl:22][C:16]1[N:15]=[C:14]2[C:19]([CH:20]=[CH:21][C:12]([NH:11][C:4](=[O:6])[C:3]3[CH:7]=[CH:8][CH:9]=[CH:10][C:2]=3[Cl:1])=[N:13]2)=[CH:18][CH:17]=1. Procedure details: N,N'-Carbonyldiimidazole (12.9 g) is added to a solution of 2-chlorobenzoic acid (12.5 g) in anhydrous tetrahydrofuran (250 cc). The mixture is stirred for 2 hours at a temperature in the region of 20° C., until the evolution of gas has ceased. 2-Amino-7-chloro-1,8-naphthyridine (8.9 g) is then added and the mixture is heated under reflux for 22 hours. The reaction mixture is poured into distilled water (2000 cc), and the precipitate formed is separated by filtration, washed with water and dried... Starting materials: ClC1=NC(=NC(=C1)Cl)N1CCOCC1 (4-(4,6-dichloropyrimidin-2-yl)morpholine), CCN(C(C)C)C(C)C (DIEA), C1(=CC=CC=C1)NCCN (N1-phenyl-ethane-1,2-diamine). Solvent: C(C)#N (ACN). Conditions: temperature 75 celsius, time 20 hour. Yields the product ClC1=CC(=NC(=N1)N1CCOCC1)NCCNC1=CC=CC=C1 (N1-(6-chloro-2-morpholinopyrimidin-4-yl)-N2-phenylethane-1,2-diamine). Reaction SMILES: Cl[C:2]1[CH:7]=[C:6]([Cl:8])[N:5]=[C:4]([N:9]2[CH2:14][CH2:13][O:12][CH2:11][CH2:10]2)[N:3]=1.CCN(C(C)C)C(C)C.[C:24]1([NH:30][CH2:31][CH2:32][NH2:33])[CH:29]=[CH:28][CH:27]=[CH:26][CH:25]=1>C(#N)C>[Cl:8][C:6]1[N:5]=[C:4]([N:9]2[CH2:14][CH2:13][O:12][CH2:11][CH2:10]2)[N:3]=[C:2]([NH:33][CH2:32][CH2:31][NH:30][C:24]2[CH:29]=[CH:28][CH:27]=[CH:26][CH:25]=2)[CH:7]=1. Procedure: To a solution of 4-(4,6-dichloropyrimidin-2-yl)morpholine (prepared as described in Method 22; 932 mg, 4.0 mmol) and DIEA (0.7 mL, 4.0 mmol) in ACN (40 mL), neat N1-phenyl-ethane-1,2-diamine (0.523 mL, 4.0 mmol) was slowly added. The reaction mixture was stirred at 70-80° C. under nitrogen. After 20 hours, the reaction mixture was cooled down, and the solvent was removed under reduced pressure. The crude product was partitioned between EtOAc (120 mL) and 0.1 M NaHCO3 (50 mL). The organic layer w... Procedure: 9-Bromo-5,6-dihydrobenzo[f]imidazo[1,2-d][1,4]oxazepine-2-carboxylic acid 28, triphenylphosphine, and acetamidine were reacted to give 29. Starting materials: BrC1=CC2=C(C=3N(CCO2)C=C(N3)C(=O)O)C=C1 (9-bromo-5,6-dihydrobenzo[f]imidazo[1,2-d][1,4]oxazepine-2-carboxylic acid), C1(=CC=CC=C1)P(C1=CC=CC=C1)C1=CC=CC=C1 (triphenylphosphine), C(C)(=N)N (acetamidine). The product is BrC1=CC2=C(C=3N(CCO2)C=C(N3)C(=O)NC(C)=N)C=C1 (9-bromo-N-(1-iminoethyl)-5,6-dihydrobenzo[f]imidazo[1,2-d][1,4]oxazepine-2-carboxamide). RXN SMILES: [Br:1][C:2]1[CH:18]=[CH:17][C:5]2[C:6]3[N:7]([CH:11]=[C:12]([C:14]([OH:16])=O)[N:13]=3)[CH2:8][CH2:9][O:10][C:4]=2[CH:3]=1.C1(P(C2C=CC=CC=2)C2C=CC=CC=2)C=CC=CC=1.[C:38]([NH2:41])(=[NH:40])[CH3:39]>>[Br:1][C:2]1[CH:18]=[CH:17][C:5]2[C:6]3[N:7]([CH:11]=[C:12]([C:14]([NH:41][C:38](=[NH:40])[CH3:39])=[O:16])[N:13]=3)[CH2:8][CH2:9][O:10][C:4]=2[CH:3]=1.